From a dataset of the Open Reaction Database (ORD), a public repository of structured organic reaction records. describe an organic reaction: reactants, conditions, products, and yield Starting materials: CO, [Na+], [OH-], N#Cc1cc(-c2nc(-c3cccc(O)c3)nc3ccsc23)ccn1, OO. Product: NC(=O)c1cc(-c2nc(-c3cccc(O)c3)nc3ccsc23)ccn1. Reaction SMILES: [CH3:29][OH:30].[Na+:26].[OH-:25].[OH:1][c:2]1[cH:3][c:4](-[c:8]2[n:9][c:10](-[c:17]3[cH:18][c:19]([C:23]#[N:24])[n:20][cH:21][cH:22]3)[c:11]3[c:12]([n:13]2)[cH:14][cH:15][s:16]3)[cH:5][cH:6][cH:7]1.[OH:27][OH:28]>>[OH:1][c:2]1[cH:3][c:4](-[c:8]2[n:9][c:10](-[c:17]3[cH:18][c:19]([C:23]([NH2:24])=[O:25])[n:20][cH:21][cH:22]3)[c:11]3[c:12]([n:13]2)[cH:14][cH:15][s:16]3)[cH:5][cH:6][cH:7]1. Starting materials: CN1N=C2N(C3=C(OCC24OC4)C=CC(=C3)[N+](=O)[O-])C1=O (2-Methyl-9-nitro-5H-spiro[benzo[b][1,2,4]triazolo[4,3-d][1,4]oxazepine-4,2′-oxiran]-1(2H)-one). The reagents and catalysts are [Pd] (Pd—C). Solvent: CO (methanol). Conditions: time 1 hour. Product: NC1=CC2=C(OCC(C=3N2C(N(N3)C)=O)(C)O)C=C1 (9-amino-4-hydroxy-2,4-dimethyl-4,5-dihydrobenzo[b][1,2,4]triazolo[4,3-d][1,4]oxazepin-1(2H)-one). Yield: 88.5%. As a reaction SMILES: [CH3:1][N:2]1[C:20](=[O:21])[N:5]2[C:6]3[CH:16]=[C:15]([N+:17]([O-])=O)[CH:14]=[CH:13][C:7]=3[O:8][CH2:9][C:10]3([CH2:12][O:11]3)[C:4]2=[N:3]1>CO.[Pd]>[NH2:17][C:15]1[CH:14]=[CH:13][C:7]2[O:8][CH2:9][C:10]([OH:11])([CH3:12])[C:4]3[N:5]([C:20](=[O:21])[N:2]([CH3:1])[N:3]=3)[C:6]=2[CH:16]=1. Procedure details: 2-Methyl-9-nitro-5H-spiro[benzo[b][1,2,4]triazolo[4,3-d][1,4]oxazepine-4,2′-oxiran]-1(2H)-one (250 mg) and 10% Pd—C were suspended in methanol (10 mL). The reaction mixture was shaken at room temperature under H2 atmosphere (30 psi) for one hour. The catalyst was filtered off over celite and washed with methanol (5×50 mL). The filtrate was evaporated to give 9-amino-4-hydroxy-2,4-dimethyl-4,5-dihydrobenzo[b][1,2,4]triazolo[4,3-d][1,4]oxazepin-1(2H)-one (200 mg). m/z=263.12 (M+H)+. The reactants are Fc1ccc(C2(c3ccc(Cl)cc3Cl)Oc3cc(F)c(Br)cc3O2)cc1, [Li]CCCC, CCOCC, O=C=O. The product is O=C(O)c1cc2c(cc1F)OC(c1ccc(F)cc1)(c1ccc(Cl)cc1Cl)O2. As a reaction SMILES: [Br:1][c:2]1[cH:3][c:4]2[c:5]([cH:24][c:25]1[F:26])[O:6][C:7]([c:9]1[cH:10][cH:11][c:12]([F:15])[cH:13][cH:14]1)([c:16]1[c:17]([Cl:23])[cH:18][c:19]([Cl:22])[cH:20][cH:21]1)[O:8]2.[CH2:27]([Li:28])[CH2:29][CH2:30][CH3:31].[CH3:35][CH2:36][O:37][CH2:38][CH3:39].[O:32]=[C:33]=[O:34]>>[c:2]1([C:33](=[O:32])[OH:34])[cH:3][c:4]2[c:5]([cH:24][c:25]1[F:26])[O:6][C:7]([c:9]1[cH:10][cH:11][c:12]([F:15])[cH:13][cH:14]1)([c:16]1[c:17]([Cl:23])[cH:18][c:19]([Cl:22])[cH:20][cH:21]1)[O:8]2. As a reaction SMILES: [CH3:1][C:2]1[N:3]([C:8]2[C:17]([CH3:18])=[CH:16][C:11]([C:12]([O:14]C)=[O:13])=[CH:10][C:9]=2[CH3:19])[C:4]([CH3:7])=[CH:5][CH:6]=1.[OH-].[Na+].Cl.O>C(O)C.C(OCC)(=O)C>[CH3:7][C:4]1[N:3]([C:8]2[C:9]([CH3:19])=[CH:10][C:11]([C:12]([OH:14])=[O:13])=[CH:16][C:17]=2[CH3:18])[C:2]([CH3:1])=[CH:6][CH:5]=1 |f:1.2|. Run in C(C)O (ethanol), C(C)(=O)OCC (ethyl acetate). The product is CC=1N(C(=CC1)C)C1=C(C=C(C(=O)O)C=C1C)C (4-(2,5-Dimethyl-1H-pyrrol-1-yl)-3,5-dimethylbenzoic acid), solid. Procedure: Methyl 4-(2,5-dimethyl-1H-pyrrol-1-yl)-3,5-dimethylbenzoate of Step A (1.55 g, 6 mmol) was dissolved in ethanol (100 mL) and treated with 1M sodium hydroxide (9 mL). The solution was refluxed overnight, cooled to room temperature, acidified with 1N hydrochloric acid, and diluted into water and ethyl acetate. The organic layer was washed with water until neutral, dried with anhydrous sodium sulfate, filtered and evaporated in vacuo to yield the title compound as a a cream colored solid (1.36 g). Starting materials: CC=1N(C(=CC1)C)C1=C(C=C(C(=O)OC)C=C1C)C (Methyl 4-(2,5-dimethyl-1H-pyrrol-1-yl)-3,5-dimethylbenzoate), Cl (hydrochloric acid), O (water), [OH-].[Na+] (sodium hydroxide). Reactants: C1(=CC=CC=C1)C1=NOC2(C1)CCNCC2 (3-phenyl-1-oxa-2,8-diazaspiro[4.5]dec-2-ene), hydrochloride salt, C(C)N(C(C)C)C(C)C (N-ethyldiisopropylamine), O.ON1N=NC2=C1C=CC=C2 (1-hydroxybenzotriazole hydrate), F[B-](F)(F)F.N1(N=NC2=C1C=CC=C2)OC(=[N+](C)C)N(C)C (O-(benzotriazol-1-yl)-N,N,N′,N′-tetramethyluronium tetrafluoroborate), C(C)(C)(C)C1=CC=C(C(=O)O)C=C1 (4-tert-butylbenzoic acid). Run in C1CCOC1 (THF), CCOC(=O)C (EtOAc). Reaction conditions: time 8 hour. The product is C(C)(C)(C)C1=CC=C(C=C1)C(=O)N1CCC2(CC(=NO2)C2=CC=CC=C2)CC1 ((4-tert-butylphenyl)-(3-phenyl-1-oxa-2,8-diazaspiro[4.5]dec-2-en-8-yl)methanone). As a reaction SMILES: [C:1]1([C:7]2[CH2:11][C:10]3([CH2:16][CH2:15][NH:14][CH2:13][CH2:12]3)[O:9][N:8]=2)[CH:6]=[CH:5][CH:4]=[CH:3][CH:2]=1.C(N(C(C)C)C(C)C)C.O.ON1C2C=CC=CC=2N=N1.F[B-](F)(F)F.N1(OC(N(C)C)=[N+](C)C)C2C=CC=CC=2N=N1.[C:59]([C:63]1[CH:71]=[CH:70][C:66]([C:67](O)=[O:68])=[CH:65][CH:64]=1)([CH3:62])([CH3:61])[CH3:60]>CCOC(C)=O.C1COCC1>[C:59]([C:63]1[CH:64]=[CH:65][C:66]([C:67]([N:14]2[CH2:15][CH2:16][C:10]3([O:9][N:8]=[C:7]([C:1]4[CH:2]=[CH:3][CH:4]=[CH:5][CH:6]=4)[CH2:11]3)[CH2:12][CH2:13]2)=[O:68])=[CH:70][CH:71]=1)([CH3:62])([CH3:60])[CH3:61] |f:2.3,4.5|. Procedure details: 3-Phenyl-1-oxa-2,8-diazaspiro[4.5]dec-2-ene (E) was slowly added as a hydrochloride salt (250 mg) to a solution of N-ethyldiisopropylamine (560 μl, 3 mmol), 1-hydroxybenzotriazole hydrate (133 mg, 1 mmol), O-(benzotriazol-1-yl)-N,N,N′,N′-tetramethyluronium tetrafluoroborate (318 mg, 1 mmol) and 4-tert-butylbenzoic acid (176 mg, μmol) in abs. THF (8 ml). The reaction mixture was stirred overnight and diluted with EtOAc. The organic phase was washed successively with sat. aq. NaCl solution, sat. a... The reactants are C1CCOC1, CC(=O)Cl, [H-], O=[N+]([O-])c1ccc(-c2nc3ccc(O)cc3s2)cc1, [Na+]. The product is CC(=O)Oc1ccc2nc(-c3ccc([N+](=O)[O-])cc3)sc2c1. As a reaction SMILES: [CH2:26]1[O:27][CH2:28][CH2:29][CH2:30]1.[CH3:22][C:23]([Cl:24])=[O:25].[H-:21].[N+:1](=[O:2])([O-:3])[c:4]1[cH:5][cH:6][c:7](-[c:10]2[s:11][c:12]3[c:13]([n:14]2)[cH:15][cH:16][c:17]([OH:19])[cH:18]3)[cH:8][cH:9]1.[Na+:20]>>[N+:1](=[O:2])([O-:3])[c:4]1[cH:5][cH:6][c:7](-[c:10]2[s:11][c:12]3[c:13]([n:14]2)[cH:15][cH:16][c:17]([O:19][C:23]([CH3:22])=[O:25])[cH:18]3)[cH:8][cH:9]1. The reactants are ClC=1C2=C(N=C(N1)S(=O)(=O)C)SC=C2 (4-chloro-2-(methylsulfonyl)thieno[2,3-d]pyrimidine). The solvent is C(C)O (ethyl alcohol). Product: CS(=O)(=O)C=1N=CC2=C(N1)SC=C2 (2-(methylsulfonyl)thieno[2,3-d]pyrimidine). Yield: 85.6%. As a reaction SMILES: Cl[C:2]1[C:3]2[CH:14]=[CH:13][S:12][C:4]=2[N:5]=[C:6]([S:8]([CH3:11])(=[O:10])=[O:9])[N:7]=1>C(O)C>[CH3:11][S:8]([C:6]1[N:7]=[CH:2][C:3]2[CH:14]=[CH:13][S:12][C:4]=2[N:5]=1)(=[O:9])=[O:10]. Reported procedure: To 500 mL round-bottom flask was added 4-chloro-2-(methylsulfonyl)thieno[2,3-d]pyrimidine (15 g, 60 mmol), ethyl alcohol (300 mL), nitrogen gas was bubbled for 5 minutes. To this solution was added 10% palladium on activated charcoal (15 g). To the resulting mixture was bubbled hydrogen gas over night. The reaction mixture was filtered through Celite. The filtrate was concentrated to give the title compound (11.0 g). MS (ES+): 215 (M+H)+.